From a dataset of the Open Reaction Database (ORD), a public repository of structured organic reaction records. describe an organic reaction: reactants, conditions, products, and yield Reactants: CC(C)(C)OC(=O)Nc1ccsc1-c1ccc(Br)cc1, CCOC(C)=O, Cl, [Na+], O=C([O-])O, O. Product: Nc1ccsc1-c1ccc(Br)cc1. Reaction SMILES: [C:1]([O:2][C:3](=[O:4])[NH:7][c:8]1[c:9](-[c:13]2[cH:14][cH:15][c:16]([Br:19])[cH:17][cH:18]2)[s:10][cH:11][cH:12]1)([CH3:5])([CH3:6])[CH3:20].[CH3:28][CH2:29][O:30][C:31](=[O:32])[CH3:33].[ClH:21].[Na+:27].[O-:23][C:24]([OH:25])=[O:26].[OH2:22]>>[NH2:7][c:8]1[c:9](-[c:13]2[cH:14][cH:15][c:16]([Br:19])[cH:17][cH:18]2)[s:10][cH:11][cH:12]1. Reactants: ClC1=CC=C(C(=O)NN)C=C1 (4-chlorobenzoic acid hydrazide), C[O-].[Na+] (sodium methoxide), Cl.C(C)(=N)N (acetamidine hydrochloride). Solvent: C(C)O (ethanol), C(C)O (ethanol). Reaction conditions: time 30 minute. Product: N=C(C)NNC(C1=CC=C(C=C1)Cl)=O (4-chloro-benzoic acid N′-(1-imino-ethyl)-hydrazide). RXN SMILES: C[O-].[Na+].Cl.[C:5]([NH2:8])(=[NH:7])[CH3:6].[Cl:9][C:10]1[CH:19]=[CH:18][C:13]([C:14]([NH:16]N)=[O:15])=[CH:12][CH:11]=1>C(O)C>[NH:7]=[C:5]([NH:8][NH:16][C:14](=[O:15])[C:13]1[CH:18]=[CH:19][C:10]([Cl:9])=[CH:11][CH:12]=1)[CH3:6] |f:0.1,2.3|. Procedure details: 1.09 g (20 mmol) sodium methoxide in 20 mL ethanol are added to a solution of 1.91 g (20 mmol) acetamidine hydrochloride in 30 mL ethanol. The mixture is stirred for 30 minutes at ambient temperature and then filtered. The filtrate is combined with 2.3 g (13.5 mmol) 4-chlorobenzoic acid hydrazide, stirred overnight at ambient temperature, cooled with an ice bath and then filtered. The precipitate is washed with cold ethanol and dried. Yellow solid. Yield: 1.45 g (51%); mass spectroscopy [M+H]+=2... Reactants: ClC1=C(C=CC=C1)CC=O (o-chlorophenylacetaldehyde), C(C)(C)C(C(=O)O)C=CC1=C(C=CC=C1)Cl (2-isopropyl-4-(o-chlorophenyl)-3-butenoic acid), O(C1=CC=CC=C1)C=1C=C(CBr)C=CC1 (m-phenoxybenzyl bromide), C(C)(C)C(C(=O)OCC)C=CC1=C(C=CC=C1)Cl (ethyl 2-isopropyl-4-(o-chlorophenyl)-3-butenoate), [OH-].[K+].O.CO (potassium hydroxide water methanol). Product: C(C)(C)C(C(=O)OCC1=CC(=CC=C1)OC1=CC=CC=C1)C=CC1=C(C=CC=C1)Cl (m-phenoxybenzyl 2-isopropyl-4-(o-chlorophenyl)-3-butenoate). RXN SMILES: ClC1C=CC=CC=1CC=O.[CH:11]([CH:14]([CH:20]=[CH:21][C:22]1[CH:27]=[CH:26][CH:25]=[CH:24][C:23]=1[Cl:28])[C:15]([O:17][CH2:18][CH3:19])=[O:16])([CH3:13])[CH3:12].[OH-].[K+].O.CO.C(C(C=CC1C=CC=CC=1Cl)C(O)=O)(C)C.[O:50]([C:57]1[CH:58]=C([CH:62]=[CH:63][CH:64]=1)CBr)[C:51]1[CH:56]=[CH:55][CH:54]=[CH:53][CH:52]=1>>[CH:11]([CH:14]([CH:20]=[CH:21][C:22]1[CH:27]=[CH:26][CH:25]=[CH:24][C:23]=1[Cl:28])[C:15]([O:17][CH2:18][C:19]1[CH:62]=[CH:63][CH:64]=[C:57]([O:50][C:51]2[CH:56]=[CH:55][CH:54]=[CH:53][CH:52]=2)[CH:58]=1)=[O:16])([CH3:12])[CH3:13] |f:2.3.4.5|. Procedure: The process of Example 3 is repeated using o-chlorophenylacetaldehyde to prepare ethyl 2-isopropyl-4-(o-chlorophenyl)-3-butenoate, which is hydrolyzed (potassium hydroxide-water/methanol) to the acid, 2-isopropyl-4-(o-chlorophenyl)-3-butenoic acid. The acid is reacted with m-phenoxybenzyl bromide as in Example 1 to yield m-phenoxybenzyl 2-isopropyl-4-(o-chlorophenyl)-3-butenoate. MS m/e 420 (M+). Reactants: CC(C)(C)c1ccc(N)cc1, C1CCOC1, O=C(O)c1cc2nc(Nc3c(Cl)cccc3Cl)[nH]c2c2nc(C3CC3)oc12, [H-], [Na+], O=S(Cl)Cl, c1ccccc1. The product is CC(C)(C)c1ccc(NC(=O)c2cc3nc(Nc4c(Cl)cccc4Cl)[nH]c3c3nc(C4CC4)oc23)cc1. RXN SMILES: [C:32]([CH3:33])([CH3:34])([CH3:35])[c:36]1[cH:37][cH:38][c:39]([NH2:40])[cH:41][cH:42]1.[CH2:45]1[O:46][CH2:47][CH2:48][CH2:49]1.[CH:1]1([c:4]2[o:5][c:6]3[c:7]([n:8]2)[c:9]2[c:10]([cH:11][c:12]3[C:13](=[O:14])[OH:15])[n:16][c:17]([NH:19][c:20]3[c:21]([Cl:27])[cH:22][cH:23][cH:24][c:25]3[Cl:26])[nH:18]2)[CH2:2][CH2:3]1.[H-:44].[Na+:43].[S:28]([Cl:29])([Cl:30])=[O:31].[cH:50]1[cH:51][cH:52][cH:53][cH:54][cH:55]1>>[CH:1]1([c:4]2[o:5][c:6]3[c:7]([n:8]2)[c:9]2[c:10]([cH:11][c:12]3[C:13](=[O:15])[NH:40][c:39]3[cH:38][cH:37][c:36]([C:32]([CH3:33])([CH3:34])[CH3:35])[cH:42][cH:41]3)[n:16][c:17]([NH:19][c:20]3[c:21]([Cl:27])[cH:22][cH:23][cH:24][c:25]3[Cl:26])[nH:18]2)[CH2:2][CH2:3]1.